The task is: describe an organic reaction: reactants, conditions, products, and yield. This data is from the Open Reaction Database (ORD), a public repository of structured organic reaction records. The reactants are BrB(Br)Br, COCC(C)Oc1cc(Oc2ccc(S(C)(=O)=O)cc2)cc(-c2ccc(-c3nccs3)[nH]2)c1, CCOC(C)=O, ClCCl, ClCCl, [Na+], O=C([O-])O. Yields the product CC(CO)Oc1cc(Oc2ccc(S(C)(=O)=O)cc2)cc(-c2ccc(-c3nccs3)[nH]2)c1. RXN SMILES: [B:37]([Br:38])([Br:39])[Br:40].[CH3:1][O:2][CH2:3][CH:4]([O:5][c:6]1[cH:7][c:8](-[c:23]2[cH:24][cH:25][c:26](-[c:28]3[s:29][cH:30][cH:31][n:32]3)[nH:27]2)[cH:9][c:10]([O:12][c:13]2[cH:14][cH:15][c:16]([S:19](=[O:20])(=[O:21])[CH3:22])[cH:17][cH:18]2)[cH:11]1)[CH3:33].[CH3:46][CH2:47][O:48][C:49](=[O:50])[CH3:51].[Cl:34][CH2:35][Cl:36].[Cl:52][CH2:53][Cl:54].[Na+:41].[OH:42][C:43](=[O:44])[O-:45]>>[OH:2][CH2:3][CH:4]([O:5][c:6]1[cH:7][c:8](-[c:23]2[cH:24][cH:25][c:26](-[c:28]3[s:29][cH:30][cH:31][n:32]3)[nH:27]2)[cH:9][c:10]([O:12][c:13]2[cH:14][cH:15][c:16]([S:19](=[O:20])(=[O:21])[CH3:22])[cH:17][cH:18]2)[cH:11]1)[CH3:33]. Starting materials: CNC1CC2N(C3=C(CC4=C2C=CC=C4)C=CC=C3)CC1 (2-methylamino-1,2,3,4,10,14b-hexahydro-pyridino[1,2-a]-dibenzo[c,f]-azepine). The solvent is CO.CC(=O)C (methanol acetone). Product: NC1CC2N(C3=C(CC4=C2C=CC=C4)C=CC=C3)CC1 (2-amino-1,2,3,4,10,14b-hexahydro-pyridino[1,2-a]-dibenzo[c,f]-azepine). As a reaction SMILES: C[NH:2][CH:3]1[CH2:21][CH2:20][N:6]2[C:7]3[CH:19]=[CH:18][CH:17]=[CH:16][C:8]=3[CH2:9][C:10]3[CH:15]=[CH:14][CH:13]=[CH:12][C:11]=3[CH:5]2[CH2:4]1>CO.CC(C)=O>[NH2:2][CH:3]1[CH2:21][CH2:20][N:6]2[C:7]3[CH:19]=[CH:18][CH:17]=[CH:16][C:8]=3[CH2:9][C:10]3[CH:15]=[CH:14][CH:13]=[CH:12][C:11]=3[CH:5]2[CH2:4]1 |f:1.2|. Reported procedure: 2-methylamino-1,2,3,4,10,14b-hexahydro-pyridino[1,2-a]-dibenzo[c,f]-azepine, oil; Rf in methanol:acetone (9:1) = 0.35 on SiO2. Starting materials: COC[C@@H](OC=1C=C(C=C(C1)O[Si](C(C)C)(C(C)C)C(C)C)C1=CC=C(N1)C=1O[C@H](CN1)CO[Si](C(C)C)(C(C)C)C(C)C)C ((5R)-2-(5-{3-[(1S)-2-Methoxy-1-methylethoxy]-5-[(triisopropylsilyl)oxy]phenyl}-1H-pyrrol-2-yl)-5{[(triisopropylsilyl)oxy]methyl}-4,5-dihydro-1,3-oxazole), [F-].C(CCC)[N+](CCCC)(CCCC)CCCC (tetrabutylammonium fluoride), [Cl-].[NH4+] (ammonium chloride). Solvent: O1CCCC1 (tetrahydrofuran). Reaction conditions: temperature 0 celsius, time 30 minute. The product is OC[C@H]1CN=C(O1)C1=CC=C(N1)C=1C=C(C=C(C1)O[C@H](COC)C)O (3-{5-[(5R)-5-(Hydroxylmethyl)-4,5-dihydro-1,3-oxazol-2-yl]-1H-pyrrol-2-yl}-5-[(1S)-2-methoxy-1-methylethoxy]phenol). Yield: 127.7%. As a reaction SMILES: [CH3:1][O:2][CH2:3][C@H:4]([CH3:45])[O:5][C:6]1[CH:7]=[C:8]([C:23]2[NH:27][C:26]([C:28]3[O:29][C@@H:30]([CH2:33][O:34][Si](C(C)C)(C(C)C)C(C)C)[CH2:31][N:32]=3)=[CH:25][CH:24]=2)[CH:9]=[C:10]([O:12][Si](C(C)C)(C(C)C)C(C)C)[CH:11]=1.[F-].C([N+](CCCC)(CCCC)CCCC)CCC.[Cl-].[NH4+]>O1CCCC1>[OH:34][CH2:33][C@@H:30]1[O:29][C:28]([C:26]2[NH:27][C:23]([C:8]3[CH:9]=[C:10]([OH:12])[CH:11]=[C:6]([O:5][C@@H:4]([CH3:45])[CH2:3][O:2][CH3:1])[CH:7]=3)=[CH:24][CH:25]=2)=[N:32][CH2:31]1 |f:1.2,3.4|. Reported procedure: (5R)-2-(5-{3-[(1S)-2-Methoxy-1-methylethoxy]-5-[(triisopropylsilyl)oxy]phenyl}-1H-pyrrol-2-yl)-5{[(triisopropylsilyl)oxy]methyl}-4,5-dihydro-1,3-oxazole (9.69 g, 14.7 mmol) synthesized in Example (1250 was dissolved in tetrahydrofuran (150 mL), and tetrabutylammonium fluoride (1 mol/L tetrahydrofuran solution, 30.0 mL, 30 mmol) was added dropwise at 0° C., followed by stirring at 0° C. for 30 minutes. A saturated aqueous ammonium chloride solution (200 mL) was added, and extraction was carried o... Reactants: CC(C)(C)CN1Cc2c(cc(Cl)c3[nH]ncc23)CC(CC(=O)N2CCC(N3Cc4ccccc4NC3=O)CC2)C1=O, Clc1ccc(C2CCNCC2)c(Cl)c1. RXN SMILES: [Cl:15][c:16]1[cH:17][c:18]2[c:19]([c:20]3[cH:21][n:22][nH:23][c:24]13)[CH2:25][N:26]([CH2:51][C:52]([CH3:53])([CH3:54])[CH3:55])[C:27](=[O:50])[CH:28]([CH2:30][C:31]([N:32]1[CH2:33][CH2:34][CH:35]([N:36]3[CH2:37][c:38]4[c:39]([cH:40][cH:41][cH:42][cH:43]4)[NH:44][C:45]3=[O:46])[CH2:47][CH2:48]1)=[O:49])[CH2:29]2.[Cl:1][c:2]1[c:3]([CH:9]2[CH2:10][CH2:11][NH:12][CH2:13][CH2:14]2)[cH:4][cH:5][c:6]([Cl:8])[cH:7]1>>[Cl:1][c:2]1[c:3]([CH:9]2[CH2:10][CH2:11][N:12]([C:31]([CH2:30][CH:28]3[C:27](=[O:50])[N:26]([CH2:51][C:52]([CH3:53])([CH3:54])[CH3:55])[CH2:25][c:19]4[c:18]([cH:17][c:16]([Cl:15])[c:24]5[c:20]4[cH:21][n:22][nH:23]5)[CH2:29]3)=[O:49])[CH2:13][CH2:14]2)[cH:4][cH:5][c:6]([Cl:8])[cH:7]1. The product is CC(C)(C)CN1Cc2c(cc(Cl)c3[nH]ncc23)CC(CC(=O)N2CCC(c3ccc(Cl)cc3Cl)CC2)C1=O.